describe an organic reaction: reactants, conditions, products, and yield From a dataset of the Open Reaction Database (ORD), a public repository of structured organic reaction records. Starting materials: O=P(Cl)(Cl)Cl, Cc1ccccc1-c1ccc2c(O)nncc2c1. Yields the product Cc1ccccc1-c1ccc2c(Cl)nncc2c1. RXN SMILES: [P:19]([Cl:20])([Cl:21])([Cl:22])=[O:23].[c:1]1([CH3:18])[c:2](-[c:7]2[cH:8][c:9]3[cH:10][n:11][n:12][c:13]([OH:17])[c:14]3[cH:15][cH:16]2)[cH:3][cH:4][cH:5][cH:6]1>>[c:1]1([CH3:18])[c:2](-[c:7]2[cH:8][c:9]3[cH:10][n:11][n:12][c:13]([Cl:21])[c:14]3[cH:15][cH:16]2)[cH:3][cH:4][cH:5][cH:6]1. The reactants are COC(CC1=CC(=C(C=C1)O)F)=O (3-Fluoro-4-hydroxybenzeneacetic acid methyl ester), BrCCCCCCCCCCCCCC (1-bromotetradecane), C([O-])([O-])=O.[K+].[K+] (potassium carbonate). Solvent: CC(=O)C (acetone). Product: COC(CC1=CC(=C(C=C1)OCCCCCCCCCCCCCC)F)=O (3-Fluoro-4-(tetradecyloxy)benzeneacetic acid methyl ester). Yield: 97.5%. RXN SMILES: [CH3:1][O:2][C:3](=[O:13])[CH2:4][C:5]1[CH:10]=[CH:9][C:8]([OH:11])=[C:7]([F:12])[CH:6]=1.Br[CH2:15][CH2:16][CH2:17][CH2:18][CH2:19][CH2:20][CH2:21][CH2:22][CH2:23][CH2:24][CH2:25][CH2:26][CH2:27][CH3:28].C(=O)([O-])[O-].[K+].[K+]>CC(C)=O>[CH3:1][O:2][C:3](=[O:13])[CH2:4][C:5]1[CH:10]=[CH:9][C:8]([O:11][CH2:28][CH2:27][CH2:26][CH2:25][CH2:24][CH2:23][CH2:22][CH2:21][CH2:20][CH2:19][CH2:18][CH2:17][CH2:16][CH3:15])=[C:7]([F:12])[CH:6]=1 |f:2.3.4|. Procedure: A mixture of 23.0 g of product from Example 60, 34.6 g of 1-bromotetradecane, 54.6 g of potassium carbonate and 250 ml of acetone is heated at reflux temperature for 48 hours. The cooled reaction is filtered and concentrated in vacuo. The residue is purified by column chromatography (silica gel:0-4.5% ethyl acetate/hexane) to give 46.3 g of the desired product as colorless prisms.